From a dataset of the Open Reaction Database (ORD), a public repository of structured organic reaction records. describe an organic reaction: reactants, conditions, products, and yield Reaction conditions: time 3 hour. Reactants: [N+](=O)([O-])C=1C=C2C(C(NC2=CC1)=O)=C1CN(CC1)C(=O)OC(C)(C)C (tert-Butyl 3-(5-nitro-2-oxoindolin-3-ylidene)pyrrolidine-1-carboxylate). The reagents and catalysts are [Pd] (Pd—C). Solvent: N (NH3), CO (methanol). As a reaction SMILES: [N+:1]([C:4]1[CH:5]=[C:6]2[C:10](=[CH:11][CH:12]=1)[NH:9][C:8](=[O:13])[C:7]2=[C:14]1[CH2:18][CH2:17][N:16]([C:19]([O:21][C:22]([CH3:25])([CH3:24])[CH3:23])=[O:20])[CH2:15]1)([O-])=O>N.CO.[Pd]>[NH2:1][C:4]1[CH:5]=[C:6]2[C:10](=[CH:11][CH:12]=1)[NH:9][C:8](=[O:13])[CH:7]2[CH:14]1[CH2:18][CH2:17][N:16]([C:19]([O:21][C:22]([CH3:25])([CH3:24])[CH3:23])=[O:20])[CH2:15]1. Procedure details: A solution of compound 2 (0.3 g, 0.868 mmol) in 7 N NH3 in methanol (10 mL) was treated with Pd—C (˜0.03 g) and purged with hydrogen gas. The reaction was stirred at room temperature under hydrogen atm. (balloon pressure) for 3 h. The reaction was filtered through celite bed, washed with methanol (3×10 mL). The combined organic layer was evaporated and crude was purified by column chromatography (2 M NH3 in MeOH:CH2Cl2, 5:95) to obtain compound 3 (0.25 g, 91%) as a solid. 1H NMR (DMSO-d6) δ 9.99... The product is NC=1C=C2C(C(NC2=CC1)=O)C1CN(CC1)C(=O)OC(C)(C)C (tert-Butyl 3-(5-amino-2-oxoindolin-3-yl)pyrrolidine-1-carboxylate). The yield is 90.7%.